describe an organic reaction: reactants, conditions, products, and yield From a dataset of the Open Reaction Database (ORD), a public repository of structured organic reaction records. Reaction SMILES: [Br:22][CH2:23][C:24](=[O:25])[O:26][CH3:27].[CH3:1][O:2][c:3]1[c:4]([CH2:5][N:6]2[C:7](=[O:13])[C:8](=[O:12])[NH:9][CH2:10][CH2:11]2)[cH:14][cH:15][c:16]([O:18][CH3:19])[cH:17]1.[CH3:30][CH2:31][O:32][C:33](=[O:34])[CH3:35].[CH3:36][N:37]([CH3:38])[CH:39]=[O:40].[ClH:28].[H-:20].[Na+:21].[OH2:29]>>[CH3:1][O:2][c:3]1[c:4]([CH2:5][N:6]2[C:7](=[O:13])[C:8](=[O:12])[N:9]([CH2:23][C:24](=[O:25])[O:26][CH3:27])[CH2:10][CH2:11]2)[cH:14][cH:15][c:16]([O:18][CH3:19])[cH:17]1. Reactants: COC(=O)CBr, COc1ccc(CN2CCNC(=O)C2=O)c(OC)c1, CCOC(C)=O, CN(C)C=O, Cl, [H-], [Na+], O. Yields the product COC(=O)CN1CCN(Cc2ccc(OC)cc2OC)C(=O)C1=O.